Dataset: the Open Reaction Database (ORD), a public repository of structured organic reaction records. Task: describe an organic reaction: reactants, conditions, products, and yield The reactants are Cl.C(CC(C)C)(=O)CN (isovalerylmethylamine hydrochloride), C([O-])(O)=O.[Na+] (sodium bicarbonate), ClC1=CC=C(C(=O)Cl)C=C1 (4-chlorobenzoyl chloride). Yields the product ClC1=CC=C(C(=O)NCC(CC(C)C)=O)C=C1 (N-(4-chlorobenzoyl)isovalerylmethylamine). The yield is 97.5%. As a reaction SMILES: Cl.[C:2]([CH2:8][NH2:9])(=[O:7])[CH2:3][CH:4]([CH3:6])[CH3:5].C(=O)(O)[O-].[Na+].[Cl:15][C:16]1[CH:24]=[CH:23][C:19]([C:20](Cl)=[O:21])=[CH:18][CH:17]=1>>[Cl:15][C:16]1[CH:24]=[CH:23][C:19]([C:20]([NH:9][CH2:8][C:2](=[O:7])[CH2:3][CH:4]([CH3:6])[CH3:5])=[O:21])=[CH:18][CH:17]=1 |f:0.1,2.3|. Procedure details: 3.8 g of isovalerylmethylamine hydrochloride, 5.04 g of sodium bicarbonate and 4.9 g of 4-chlorobenzoyl chloride are treated in the same manner as described in Preparation 1-(4). 6.2 g of N-(4-chlorobenzoyl)isovalerylmethylamine are thereby obtained. Yield: 98.0. Starting materials: BrC1=C(C=C(C=C1)O)C (4-bromo-3-methyl-phenol), BrC1=CC(=C(OCOCC[Si](C)(C)C)C=C1C)OC ([2-(4-bromo-2-methoxy-5-methyl-phenoxymethoxy)-ethyl]-trimethyl-silane). The product is BrC1=C(C=C(OCOCC[Si](C)(C)C)C=C1)C ([2-(4-Bromo-3-methyl-phenoxymethoxy)-ethyl]-trimethyl-silane). Isolated yield 86.0%. As a reaction SMILES: BrC1C=CC(O)=CC=1C.[Br:10][C:11]1[C:25]([CH3:26])=[CH:24][C:14]([O:15][CH2:16][O:17][CH2:18][CH2:19][Si:20]([CH3:23])([CH3:22])[CH3:21])=[C:13](OC)[CH:12]=1>>[Br:10][C:11]1[CH:12]=[CH:13][C:14]([O:15][CH2:16][O:17][CH2:18][CH2:19][Si:20]([CH3:21])([CH3:22])[CH3:23])=[CH:24][C:25]=1[CH3:26]. Procedure: [2-(4-Bromo-3-methyl-phenoxymethoxy)-ethyl]-trimethyl-silane was prepared in 86% yield from 4-bromo-3-methyl-phenol according to the procedure for [2-(4-bromo-2-methoxy-5-methyl-phenoxymethoxy)-ethyl]-trimethyl-silane. 1H NMR (300 MHz, CDCl3) δ 7.39 (d, 1 H, J=8.7 Hz), 6.93 (d, 1 H, J=2.7 Hz), 6.75 (dd, 1 H, J=8.7, 2.7 Hz), 5.16 (s, 2 H), 3.74 (t, 2 H, J=8.4 Hz), 2.36 (s, 3H), 0.95 (t, 2 H, J=8.4 Hz), 0.01 (s, 9 H). Anal. (C13H21BrO2Si) C, H. Calculated: C, 49.21; H, 6.67. Found: C, 49.33; H, 6....